This data is from the Open Reaction Database (ORD), a public repository of structured organic reaction records. The task is: describe an organic reaction: reactants, conditions, products, and yield The reactants are [N+](=[N-])=C (diazomethane), O1C(=CC=C1)C(=O)Cl (furan-2-carbonyl chloride), [N+](=[N-])=C (diazomethane). The solvent is CCOCC (ether), CCOCC (ether). Conditions: time 8 hour. Yields the product [N+](=[N-])=CC(=O)C=1OC=CC1 (2-diazo-1-(furan-2-yl)ethanone). The yield is 49.0%. RXN SMILES: [N+:1](=[CH2:3])=[N-:2].[O:4]1[CH:8]=[CH:7][CH:6]=[C:5]1[C:9](Cl)=[O:10]>CCOCC>[N+:1](=[CH:3][C:9]([C:5]1[O:4][CH:8]=[CH:7][CH:6]=1)=[O:10])=[N-:2]. Procedure details: N-Nitroso-N-methylurea (16.14 g, 61.53 mmol) was treated with a concentrated NaOH aqueous solution to produce diazomethane. The diazomethane was combined with dry ether (100 ml), dried over KOH, and the resulting ethereal solution was cooled in an ice-salt bath. A solution of furan-2-carbonyl chloride (1.6 g, 12.3 mmol) in dry ether (25 ml) was then added very slowly to the diazomethane solution. The reaction mixture was stirred overnight at room temperature. The solvent was evaporated to drynes... Starting materials: C1CCOC1, CCOC(=O)CCCc1cn(C)c2c(-c3noc(-c4ccc(OC(C)C)c(Cl)c4)n3)cccc12, Cl, [Na+], [OH-]. Yields the product CC(C)Oc1ccc(-c2nc(-c3cccc4c(CCCC(=O)O)cn(C)c34)no2)cc1Cl. As a reaction SMILES: [CH2:38]1[O:39][CH2:40][CH2:41][CH2:42]1.[Cl:1][c:2]1[cH:3][c:4](-[c:12]2[n:13][c:14](-[c:17]3[cH:18][cH:19][cH:20][c:21]4[c:22]([CH2:27][CH2:28][CH2:29][C:30](=[O:31])[O:32][CH2:33][CH3:34])[cH:23][n:24]([CH3:26])[c:25]34)[n:15][o:16]2)[cH:5][cH:6][c:7]1[O:8][CH:9]([CH3:10])[CH3:11].[ClH:37].[Na+:36].[OH-:35]>>[Cl:1][c:2]1[cH:3][c:4](-[c:12]2[n:13][c:14](-[c:17]3[cH:18][cH:19][cH:20][c:21]4[c:22]([CH2:27][CH2:28][CH2:29][C:30](=[O:31])[OH:32])[cH:23][n:24]([CH3:26])[c:25]34)[n:15][o:16]2)[cH:5][cH:6][c:7]1[O:8][CH:9]([CH3:10])[CH3:11]. Yields the product Cc1ccc(CC(=O)OC(C)(C)C)cc1. Starting materials: CCN(CC)c1ccncc1, CC(C)(C)O, Cc1ccc(CC(=O)O)cc1, C(=NC1CCCCC1)=NC1CCCCC1, ClCCl. As a reaction SMILES: [CH2:17]([N:18]([c:19]1[cH:20][cH:21][n:22][cH:23][cH:24]1)[CH2:25][CH3:26])[CH3:27].[CH3:12][C:13]([CH3:14])([CH3:15])[OH:16].[CH3:1][c:2]1[cH:3][cH:4][c:5]([CH2:8][C:9](=[O:10])[OH:11])[cH:6][cH:7]1.[CH:28]1([N:29]=[C:30]=[N:31][CH:32]2[CH2:33][CH2:34][CH2:35][CH2:36][CH2:37]2)[CH2:38][CH2:39][CH2:40][CH2:41][CH2:42]1.[Cl:43][CH2:44][Cl:45]>>[CH3:1][c:2]1[cH:3][cH:4][c:5]([CH2:8][C:9](=[O:10])[O:11][C:13]([CH3:12])([CH3:14])[CH3:15])[cH:6][cH:7]1. Reactants: OC1=CC=C(C=C1)C1=C(C2=C(S1)C=CC=C2)CC2=CC=C(C=C2)OCCN2CCCC2 (2-(4-hydroxyphenyl)-3-[4-[2-(1-pyrrolidinyl)-ethoxy]benzyl]benzo[b]thiophene), [NH4+].[OH-] (NH4OH), TEA, CO (MeOH), ClCCN1C=NC=C1 (1-(2-chloroethyl)imidazole), C1CCOC1 (THF), oxalate salt. Run in hexanes, C(Cl)(Cl)Cl (CHCl3). The product is C(C(=O)O)(=O)O.C(C(=O)O)(=O)O.N1(C=NC=C1)CCOC1=CC=C(C=C1)C1=C(C2=C(S1)C=CC=C2)CC2=CC=C(C=C2)OCCN2CCCC2 (2-[4-[2-(1-Imidazolyl)ethoxy]phenyl]-3-[4-[2-(1-pyrrolidinyl)ethoxy]benzyl]benzo[b]thiophene Dioxalate). Isolated yield 53.0%. Reaction SMILES: [OH:1][C:2]1[CH:7]=[CH:6][C:5]([C:8]2[S:12][C:11]3[CH:13]=[CH:14][CH:15]=[CH:16][C:10]=3[C:9]=2[CH2:17][C:18]2[CH:23]=[CH:22][C:21]([O:24][CH2:25][CH2:26][N:27]3[CH2:31][CH2:30][CH2:29][CH2:28]3)=[CH:20][CH:19]=2)=[CH:4][CH:3]=1.Cl[CH2:33][CH2:34][N:35]1[CH:39]=[CH:38][N:37]=[CH:36]1.C1[CH2:44][O:43]CC1.[NH4+].[OH-:46].[CH3:47][OH:48]>C(Cl)(Cl)Cl>[C:25]([OH:24])(=[O:43])[C:47]([OH:48])=[O:46].[C:44]([OH:43])(=[O:1])[C:47]([OH:48])=[O:46].[N:35]1([CH2:34][CH2:33][O:1][C:2]2[CH:7]=[CH:6][C:5]([C:8]3[S:12][C:11]4[CH:13]=[CH:14][CH:15]=[CH:16][C:10]=4[C:9]=3[CH2:17][C:18]3[CH:23]=[CH:22][C:21]([O:24][CH2:25][CH2:26][N:27]4[CH2:28][CH2:29][CH2:30][CH2:31]4)=[CH:20][CH:19]=3)=[CH:4][CH:3]=2)[CH:39]=[CH:38][N:37]=[CH:36]1 |f:3.4,7.8.9|. Procedure: By essentially following the procedure described in Example 3, Part D, the free base of the title compound was prepared from 2-(4-hydroxyphenyl)-3-[4-[2-(1-pyrrolidinyl)-ethoxy]benzyl]benzo[b]thiophene (Example 196; Part A) and 1-(2-chloroethyl)imidazole in 53% yield following radial chromatography (SiO2 ; 45% THF and 5% TEA in hexanes then 4% MeOH in CHCl3 sat'd with NH4OH). The product was converted to the oxalate salt by the conditions described in Example 196, Part D. Starting materials: N1CCC(CC1)C1OC2=C(CN3C1=CC=C3)C=CC=C2 (11-(piperidin-4-yl)-5H,11H-pyrrolo[2,1-c][1,4]benzoxazepine), ClCCCC (1-chlorobutane), C(=O)([O-])[O-].[K+].[K+] (K2CO3). The solvent is CN(C=O)C (dimethylformamide). Yields the product C(CCC)N1CCC(CC1)C1OC2=C(CN3C1=CC=C3)C=CC=C2 (11-[(1-Butyl)piperidin-4-yl]-5H,11H-pyrrolo[2,1-c][1,4]benzoxazepine). As a reaction SMILES: [NH:1]1[CH2:6][CH2:5][CH:4]([CH:7]2[C:13]3=[CH:14][CH:15]=[CH:16][N:12]3[CH2:11][C:10]3[CH:17]=[CH:18][CH:19]=[CH:20][C:9]=3[O:8]2)[CH2:3][CH2:2]1.Cl[CH2:22][CH2:23][CH2:24][CH3:25].C([O-])([O-])=O.[K+].[K+]>CN(C)C=O>[CH2:22]([N:1]1[CH2:2][CH2:3][CH:4]([CH:7]2[C:13]3=[CH:14][CH:15]=[CH:16][N:12]3[CH2:11][C:10]3[CH:17]=[CH:18][CH:19]=[CH:20][C:9]=3[O:8]2)[CH2:5][CH2:6]1)[CH2:23][CH2:24][CH3:25] |f:2.3.4|. Procedure: A solution of 11-(piperidin-4-yl)-5H,11H-pyrrolo[2,1-c][1,4]benzoxazepine (6.1 g, 0.023 mole), 1-chlorobutane (2.42 g, 0.026 mole), K2CO3 (10 g) and KI (0.1 g) in 100 ml dimethylformamide was heated at 70° C. for a total of 7 hours. Reactants: [N+](=O)([O-])CC(C)=O (Nitroacetone), ClC1=NC=C(C=C1)CN(CCN)C (N-(2-chloro-5-pyridylmethyl)-N-methylethylenediamine), O (water). The solvent is C1(=CC=CC=C1)C (toluene). The product is ClC1=NC=C(C=C1)CN(CCNC(=C[N+](=O)[O-])C)C (N-(2-chloro-5-pyridylmethyl)-N-methyl-N'-(1-methyl-2-nitrovinyl)ethylenediamine). Isolated yield 70.1%. As a reaction SMILES: [N+:1]([CH2:4][C:5](=O)[CH3:6])([O-:3])=[O:2].[Cl:8][C:9]1[CH:14]=[CH:13][C:12]([CH2:15][N:16]([CH3:20])[CH2:17][CH2:18][NH2:19])=[CH:11][N:10]=1.O>C1(C)C=CC=CC=1>[Cl:8][C:9]1[CH:14]=[CH:13][C:12]([CH2:15][N:16]([CH3:20])[CH2:17][CH2:18][NH:19][C:5]([CH3:6])=[CH:4][N+:1]([O-:3])=[O:2])=[CH:11][N:10]=1. Procedure details: Nitroacetone (1.1 g) and N-(2-chloro-5-pyridylmethyl)-N-methylethylenediamine (2.0 g) were dissolved in toluene (60 ml), and the solution was refluxed for 3 hours in a flask equipped with a water separating device while removing water formed by the reaction. Toluene was concentrated under reduced pressure, and the remaining solid was recrystallized from ethanol to give the desired N-(2-chloro-5-pyridylmethyl)-N-methyl-N'-(1-methyl-2-nitrovinyl)ethylenediamine (2.0 g) having a melting point of 78... Starting materials: C(C1=CC=CC=C1)Cl (benzyl chloride), IC=1C=C2C(=CNC2=CC1)CCN(C)C ([2-(5-iodo-1H-indol-3-yl)-ethyl]-dimethyl-amine). Run in CN(C)C=O (DMF), CN(C)C=O (DMF), [H-].[Na+] (sodium hydride). Conditions: temperature 4 celsius, time 15 minute. Product: C(C1=CC=CC=C1)N1C=C(C2=CC(=CC=C12)I)CCN(C)C ([2-(1-Benzyl-5-iodo-1H-indol-3-yl)-ethyl]-dimethyl-amine). The yield is 63.3%. As a reaction SMILES: [I:1][C:2]1[CH:3]=[C:4]2[C:8](=[CH:9][CH:10]=1)[NH:7][CH:6]=[C:5]2[CH2:11][CH2:12][N:13]([CH3:15])[CH3:14].[CH2:16](Cl)[C:17]1[CH:22]=[CH:21][CH:20]=[CH:19][CH:18]=1>CN(C=O)C.[H-].[Na+]>[CH2:16]([N:7]1[C:8]2[C:4](=[CH:3][C:2]([I:1])=[CH:10][CH:9]=2)[C:5]([CH2:11][CH2:12][N:13]([CH3:14])[CH3:15])=[CH:6]1)[C:17]1[CH:22]=[CH:21][CH:20]=[CH:19][CH:18]=1 |f:3.4|. Procedure: To a solution of [2-(5-iodo-1H-indol-3-yl)-ethyl]-dimethyl-amine (Reference Example 5) (35.0 g, 111.4 mmol) in DMF (250 mL), sodium hydride is added (2.81 g, 117 mmol) at RT in portions during 15 minutes. The mixture is then stirred for another 15 minutes, and then cooled to 4° C. A solution of benzyl chloride (14.1 g, 111.4 mmol) in DMF (50 mL) is added during 20 minutes, and the temperature is maintained during 4 to 8° C. The mixture is left stirring over night, and then most of the solvent is...